From a dataset of the Open Reaction Database (ORD), a public repository of structured organic reaction records. describe an organic reaction: reactants, conditions, products, and yield The reactants are CCN(C(C)C)C(C)C, CC(C)(C)OC(=O)Nc1cccc(NC2CC2)c1, N#CSc1nc(Cl)ncc1[N+](=O)[O-], C1CCOC1, O. Yields the product CC(C)(C)OC(=O)Nc1cccc(N(c2ncc([N+](=O)[O-])c(SC#N)n2)C2CC2)c1. RXN SMILES: [CH2:19]([N:20]([CH:21]([CH3:22])[CH3:23])[CH:24]([CH3:25])[CH3:26])[CH3:27].[CH:1]1([NH:4][c:5]2[cH:6][c:7]([NH:11][C:12]([O:13][C:14]([CH3:15])([CH3:16])[CH3:17])=[O:18])[cH:8][cH:9][cH:10]2)[CH2:2][CH2:3]1.[Cl:28][c:29]1[n:30][cH:31][c:32]([N+:38](=[O:39])[O-:40])[c:33]([S:35][C:36]#[N:37])[n:34]1.[O:42]1[CH2:43][CH2:44][CH2:45][CH2:46]1.[OH2:41]>>[CH:1]1([N:4]([c:5]2[cH:6][c:7]([NH:11][C:12]([O:13][C:14]([CH3:15])([CH3:16])[CH3:17])=[O:18])[cH:8][cH:9][cH:10]2)[c:29]2[n:30][cH:31][c:32]([N+:38](=[O:39])[O-:40])[c:33]([S:35][C:36]#[N:37])[n:34]2)[CH2:2][CH2:3]1. As a reaction SMILES: [C:1]([O:2][C:3](=[O:4])[NH:7][CH:8]([CH2:9][C:10](=[O:11])[N:12]1[CH2:13][c:14]2[n:15]([c:18]([C:32]([F:33])([F:34])[F:35])[n:19][c:20]2[C:21](=[O:22])[N:23]2[CH2:24][CH2:25][CH:26]([C:29]([NH2:30])=[O:31])[CH2:27][CH2:28]2)[CH2:16][CH2:17]1)[CH2:36][c:37]1[c:38]([F:45])[cH:39][c:40]([F:44])[c:41]([F:43])[cH:42]1)([CH3:5])([CH3:6])[CH3:46].[CH3:48][CH2:49][O:50][C:51](=[O:52])[CH3:53].[ClH:47]>>[ClH:47].[NH2:7][CH:8]([CH2:9][C:10](=[O:11])[N:12]1[CH2:13][c:14]2[n:15]([c:18]([C:32]([F:33])([F:34])[F:35])[n:19][c:20]2[C:21](=[O:22])[N:23]2[CH2:24][CH2:25][CH:26]([C:29]([NH2:30])=[O:31])[CH2:27][CH2:28]2)[CH2:16][CH2:17]1)[CH2:36][c:37]1[c:38]([F:45])[cH:39][c:40]([F:44])[c:41]([F:43])[cH:42]1. Starting materials: CC(C)(C)OC(=O)NC(CC(=O)N1CCn2c(C(F)(F)F)nc(C(=O)N3CCC(C(N)=O)CC3)c2C1)Cc1cc(F)c(F)cc1F, CCOC(C)=O, Cl. Yields the product Cl, NC(=O)C1CCN(C(=O)c2nc(C(F)(F)F)n3c2CN(C(=O)CC(N)Cc2cc(F)c(F)cc2F)CC3)CC1.